Dataset: the Open Reaction Database (ORD), a public repository of structured organic reaction records. Task: describe an organic reaction: reactants, conditions, products, and yield The product is Br.CC=1N(C(SC1C)=N)CC1OCCC1 (4,5-Dimethyl-3-(tetrahydrofuran-2-ylmethyl)-1,3-thiazol-2(3H)-ylideneamine hydrobromide). Procedure: A mixture of 2-amino-4,5-dimethylthiazole and 2-(bromomethyl)tetrahydrofuran were processed using the method described in Example 12A to afford the title compound. 1H NMR (300 MHz, DMSO-d6) δ ppm 1.43-1.64 (m, 1H) 1.73-2.00 (m, 3H) 2.17 (s, 3H) 2.19 (s, 3H) 3.53-3.68 (m, 1H) 3.71-3.85 (m, 1H) 3.91-4.17 (m, 3H) 9.34 (s, 1H),), MS (DCI/NH3) m/z 212 (M+H)+. The reactants are NC=1SC(=C(N1)C)C (2-amino-4,5-dimethylthiazole), BrCC1OCCC1 (2-(bromomethyl)tetrahydrofuran). As a reaction SMILES: [NH2:1][C:2]1[S:3][C:4]([CH3:8])=[C:5]([CH3:7])[N:6]=1.[Br:9][CH2:10][CH:11]1[CH2:15][CH2:14][CH2:13][O:12]1>>[BrH:9].[CH3:7][C:5]1[N:6]([CH2:10][CH:11]2[CH2:15][CH2:14][CH2:13][O:12]2)[C:2](=[NH:1])[S:3][C:4]=1[CH3:8] |f:2.3|. Starting materials: O (water), CC(CC)C1=CC=C(C=C1)C=1C(=NC=CC1)N (3-[4-(1-methylpropyl)phenyl]pyridin-2-amine), [H-].[Na+] (sodium hydride), ClCCS(=O)(=O)Cl (2-chloroethanesulfonyl chloride). Run in CCCCCC (hexane), C1CCOC1 (THF), C1CCOC1 (THF). Reaction conditions: time 8 hour. Product: CC(CC)C1=CC=C(C=C1)C1=CC=CN2C1=NS(CC2)(=O)=O (9-[4-(1-methylpropyl)phenyl]-3,4-dihydropyrido[2,1-c][1,2,4]thiadiazine 2,2-dioxide). Yield: 89.6%. RXN SMILES: [CH3:1][CH:2]([C:5]1[CH:10]=[CH:9][C:8]([C:11]2[C:12]([NH2:17])=[N:13][CH:14]=[CH:15][CH:16]=2)=[CH:7][CH:6]=1)[CH2:3][CH3:4].[H-].[Na+].Cl[CH2:21][CH2:22][S:23](Cl)(=[O:25])=[O:24].O>C1COCC1.CCCCCC>[CH3:1][CH:2]([C:5]1[CH:10]=[CH:9][C:8]([C:11]2[C:12]3=[N:17][S:23](=[O:25])(=[O:24])[CH2:22][CH2:21][N:13]3[CH:14]=[CH:15][CH:16]=2)=[CH:7][CH:6]=1)[CH2:3][CH3:4] |f:1.2|. Reported procedure: A mixture of 3-[4-(1-methylpropyl)phenyl]pyridin-2-amine (300 mg) in dehydrated THF (5 mL) was added to a mixture of sodium hydride (60%, 265 mg) and 2-chloroethanesulfonyl chloride (648 mg) in dehydrated THF (5 mL) under ice-cooling. The reaction mixture was stirred at room temperature overnight, and water and hexane were added. The resulting precipitate was collected by filtration, and washed with water and diisopropyl ether to give the title compound (376 mg) as a white solid. The obtained so... The reactants are [N+](=O)([O-])C=1C(=C(C(=O)O)C=CC1)C (3-Nitro-2-methyl benzoic acid), N(=O)[O-].[Na+] (sodium nitrite). Reagents/catalysts: [C].[Pd] (Palladium-carbon). Solvent: [Cl-].[Na+].O (brine), aqueous solution, [OH-].[Na+] (sodium hydroxide). Run at temperature 40 celsius, time 9 hour. Product: OC=1C(=C(C(=O)O)C=CC1)C (3-hydroxy-2-methyl benzoic acid). As a reaction SMILES: [N+]([C:4]1[C:5]([CH3:13])=[C:6]([CH:10]=[CH:11][CH:12]=1)[C:7]([OH:9])=[O:8])([O-])=O.N([O-])=[O:15].[Na+]>[OH-].[Na+].[Cl-].[Na+].O.[C].[Pd]>[OH:15][C:4]1[C:5]([CH3:13])=[C:6]([CH:10]=[CH:11][CH:12]=1)[C:7]([OH:9])=[O:8] |f:1.2,3.4,5.6.7,8.9|. Procedure details: 3-Nitro-2-methyl benzoic acid (90.5 g, 0.500 mol) was dissolved in 1.0 mol/L aqueous solution (500 ml) of sodium hydroxide. 10% Palladium-carbon (4.5 g) was added and the mixture was stirred under a hydrogen atmosphere (2-3 atm) for 9 hours at 40° C. The catalyst was filtered off and conc. sulfuric acid (94.0 ml) was added under ice-cooling. An aqueous solution of sodium nitrite (35.0 g, 0.500 mol/150 ml) was added over one hour while stirring the mixture at riot more than 6° C., and after the d... Reactants: COc1ccc(CC(F)(F)F)cc1C=O, COc1ccc(CC(F)(F)F)c(OC)c1. The product is COc1cc(OC)c(CC(F)(F)F)cc1C=O. Reaction SMILES: [CH3:16][O:17][c:18]1[cH:19][cH:20][c:21]([CH2:22][C:23]([F:24])([F:25])[F:26])[cH:27][c:28]1[CH:29]=[O:30].[CH3:1][O:2][c:3]1[c:4]([CH2:11][C:12]([F:13])([F:14])[F:15])[cH:5][cH:6][c:7]([O:9][CH3:10])[cH:8]1>>[CH3:1][O:2][c:3]1[c:4]([CH2:11][C:12]([F:13])([F:14])[F:15])[cH:5][c:6]([CH:16]=[O:17])[c:7]([O:9][CH3:10])[cH:8]1. Starting materials: [Ca] (Calcium), [P] (Phosphorus), O.O.O.O.[N+](=O)([O-])[O-].[Ca+2].[N+](=O)([O-])[O-] (Calcium Nitrate tetra hydrate), [P] (phosphorus), [Ca] (Calcium), P(O)(O)(O)=O (Phosphoric acid), OO (Hydrogen peroxide), Ca. Run in O (water), C(C)O (ethanol). Product: P(=O)([O-])([O-])[O-].[Ca+2].[Ca+2].[Ca+2].P(=O)([O-])([O-])[O-] (TriCalcium Phosphate), [O-2].[Ca+2] (Calcium Oxide). Reaction SMILES: [Ca:1].O.O.O.O.[N+]([O-])([O-])=[O:7].[Ca+2].[N+]([O-])([O-])=O.[P].[P:16](=[O:20])([OH:19])([OH:18])[OH:17].OO>C(O)C.O>[P:16]([O-:20])([O-:19])([O-:18])=[O:17].[Ca+2:1].[Ca+2:1].[Ca+2:1].[P:16]([O-:20])([O-:19])([O-:18])=[O:17].[O-2:7].[Ca+2:1] |f:1.2.3.4.5.6.7,13.14.15.16.17,18.19|. Procedure details: A Calcium solution was made by dissolving 115.05 g of Calcium Nitrate tetra hydrate in 250 ml of ethanol. A phosphorus solution was made by adding 20 ml of 85% w/w aqueous Phosphoric acid to 50 ml of 30% w/w aqueous Hydrogen peroxide. The resulting solutions were mixed, adding the Calcium solution to the Phosphorus slowly with constant vigorous stirring. No precipitates were formed during or on the immediate mixing of the two solutions but subsequent to achieving the correct Ca/P ratio (complete... Reactants: C12C(C3CC(CC(C1)C3)C2)OC(=O)NC(CC2=CNC3=CC=CC=C23)(C(=O)O)C (2-adamantyloxycarbonyl-α-methyl-DL-tryptophan), ON1N=NC2=C1C=CC=C2 (1-hydroxybenzotriazole), NCCC1=NC=CC=C1 (2(2-aminoethyl)pyridine), Cl.CN(CCCN=C=NCC)C (1-(3-dimethylaminopropyl)-3-ethylcarbodiimide hydrochloride). Run in C(C)(=O)OCC (ethyl acetate), CN(C=O)C (N,N-dimethylformamide), C(C)(=O)OCC (ethyl acetate). Reaction conditions: time 2 hour. Product: N1C=C(C2=CC=CC=C12)CC(C(NCCC1=NC=CC=C1)=O)(C)NC(OC(C)CCCCCCCC)=O (dec-2-yl (±)-[1-(1H-indol-3-ylmethyl)-1-methyl-2-oxo-2-[[2-(2-pyridinyl)ethyl]amino]ethyl]carbamate). The yield is 71.3%. Reaction SMILES: [CH:1]12CC3CC(C[CH:3](C3)[CH:2]1[O:11][C:12]([NH:14][C:15]([CH3:29])([C:26]([OH:28])=O)[CH2:16][C:17]1[C:25]3[C:20](=[CH:21][CH:22]=[CH:23][CH:24]=3)[NH:19][CH:18]=1)=[O:13])[CH2:8]2.ON1[C:35]2[CH:36]=[CH:37][CH:38]=[CH:39][C:34]=2N=N1.Cl.CN(C)CCCN=C=NCC.[NH2:52][CH2:53][CH2:54][C:55]1[CH:60]=[CH:59][CH:58]=[CH:57][N:56]=1>C(OCC)(=O)C.CN(C)C=O>[NH:19]1[C:20]2[C:25](=[CH:24][CH:23]=[CH:22][CH:21]=2)[C:17]([CH2:16][C:15]([NH:14][C:12](=[O:13])[O:11][CH:2]([CH2:1][CH2:8][CH2:38][CH2:39][CH2:34][CH2:35][CH2:36][CH3:37])[CH3:3])([CH3:29])[C:26](=[O:28])[NH:52][CH2:53][CH2:54][C:55]2[CH:60]=[CH:59][CH:58]=[CH:57][N:56]=2)=[CH:18]1 |f:2.3|. Procedure: To a solution of 2-adamantyloxycarbonyl-α-methyl-DL-tryptophan (0.400 g, 1.01 mmol) in ethyl acetate (6 mL) and N,N-dimethylformamide (4 mL) under nitrogen atmosphere was added 1-hydroxybenzotriazole (0.138 g, 1.20 mmol) followed by 1-(3-dimethylaminopropyl)-3-ethylcarbodiimide hydrochloride (0.198 g, 1.03 mmol). This mixture was stirred 2 hours and 2(2-aminoethyl)pyridine (0.16 mL, 1.3 mmol) was added. After stirring an additional 18 hours, the resulting mixture was diluted with ethyl acetate (...